Dataset: the Open Reaction Database (ORD), a public repository of structured organic reaction records. Task: describe an organic reaction: reactants, conditions, products, and yield The reactants are Cl.NCCN1N=NN=C1S (1-(2-aminoethyl)-1H-tetrazole-5-thiol hydrochloride), C(C)(C)(C)OC(=O)N=[N+]=[N-] (t-butoxycarbonylazide), O (water), O1CCOCC1 (dioxane). Run in C(C)N(CC)CC (triethylamine). Run at time 1 hour. The product is C(C)(C)(C)OC(=O)NCCN1N=NN=C1S (1-(2-t-butoxycarbonylaminoethyl)-1H-tetrazole-5-thiol). Isolated yield 83.4%. As a reaction SMILES: Cl.[NH2:2][CH2:3][CH2:4][N:5]1[C:9]([SH:10])=[N:8][N:7]=[N:6]1.[C:11]([O:15][C:16](N=[N+]=[N-])=[O:17])([CH3:14])([CH3:13])[CH3:12].O.O1CCOCC1>C(N(CC)CC)C>[C:11]([O:15][C:16]([NH:2][CH2:3][CH2:4][N:5]1[C:9]([SH:10])=[N:8][N:7]=[N:6]1)=[O:17])([CH3:14])([CH3:13])[CH3:12] |f:0.1|. Procedure details: To a solution of 1-(2-aminoethyl)-1H-tetrazole-5-thiol hydrochloride (1.82 g.), t-butoxycarbonylazide (2.86 g.), water (20 ml.) and dioxane (20 ml.) was added triethylamine (6.0 g.), and the mixture was stirred at room temperature for one hour. After dioxane was removed therefrom under reduced pressure, the residue was adjusted to pH 7.5 to 8.0 with 5% aqueous solution of sodium bicarbonate and washed twice with ether. The resultant solution was adjusted to pH 1 with 5% hydrochloric acid and ext... Starting materials: [Si](C)(C)(C(C)(C)C)OC1(CC(C1)C)C\C=N\S(=O)C(C)(C)C ((E)-N-(2-(1-(tert-butyldimethylsilyloxy)-3-methylcyclobutyl)ethylidene)-2-methylpropane-2-sulfinamide), CC1(NC(CCC1)(C)C)C (2,2,6,6-Tetramethylpiperidine), C(CCC)[Li] (1-Butyllithium), FC1=NC=C(C=C1)CC(C)(C)C (2-fluoro-5-neopentylpyridine), [NH4+].[Cl-] (NH4Cl). Solvent: C1CCOC1 (THF), C1CCOC1 (THF). Run at temperature -78 celsius, time 1 hour. The product is [Si](C)(C)(C(C)(C)C)OC1(CC(C1)C)C[C@@H](C=1C(=NC=C(C1)CC(C)(C)C)F)NS(=O)C(C)(C)C (N-((S)-2-(1-(tert-Butyldimethylsilyloxy)-3-methylcyclobutyl)-1-(2-fluoro-5-neopentylpyridin-3-yl)ethyl)-2-methylpropane-2-sulfinamide). Isolated yield 61.3%. As a reaction SMILES: CC1(C)CCCC(C)(C)N1.C([Li])CCC.[F:16][C:17]1[CH:22]=[CH:21][C:20]([CH2:23][C:24]([CH3:27])([CH3:26])[CH3:25])=[CH:19][N:18]=1.[Si:28]([O:35][C:36]1([CH2:41]/[CH:42]=[N:43]/[S:44]([C:46]([CH3:49])([CH3:48])[CH3:47])=[O:45])[CH2:39][CH:38]([CH3:40])[CH2:37]1)([C:31]([CH3:34])([CH3:33])[CH3:32])([CH3:30])[CH3:29].[NH4+].[Cl-]>C1COCC1>[Si:28]([O:35][C:36]1([CH2:41][C@H:42]([NH:43][S:44]([C:46]([CH3:47])([CH3:49])[CH3:48])=[O:45])[C:22]2[C:17]([F:16])=[N:18][CH:19]=[C:20]([CH2:23][C:24]([CH3:27])([CH3:26])[CH3:25])[CH:21]=2)[CH2:39][CH:38]([CH3:40])[CH2:37]1)([C:31]([CH3:34])([CH3:32])[CH3:33])([CH3:30])[CH3:29] |f:4.5|. Reported procedure: 2,2,6,6-Tetramethylpiperidine (2.47 ml, 14.7 mmol) was dissolved in 100 ml THF and cooled to −78° C. 1-Butyllithium (5.23 ml, 13.1 mmol, 2.5M) was added and the reaction was allowed to warm up to 0° C. for 5 min before it was cooled back to −78° C. again. At this point, a solution of 2-fluoro-5-neopentylpyridine (1.75000 g, 10.5 mmol) was added dropwise and the reaction was stirred for 1 h. Next, a solution of (E)-N-(2-(1-(tert-butyldimethylsilyloxy)-3-methylcyclobutyl)ethylidene)-2-methylpropan...